Dataset: the Open Reaction Database (ORD), a public repository of structured organic reaction records. Task: describe an organic reaction: reactants, conditions, products, and yield The reactants are C(C)(C)(C)OC(NC=1[C@@](OC[C@@](N1)(C)C1=NC(=CC=C1)Br)(C(F)(F)F)C)=O ([(2R,5R)-5-(6-Bromo-pyridin-2-yl)-2,5-dimethyl-2-trifluoromethyl-5,6-dihydro-2H-[1,4]oxazin-3-yl]-carbamic acid tert-butyl ester), C(#N)C=1C=C(C(=NC1)C(=O)N)C (5-cyano-3-methylpicolinamide), CC1(C2=C(C(=CC=C2)P(C3=CC=CC=C3)C4=CC=CC=C4)OC5=C(C=CC=C51)P(C6=CC=CC=C6)C7=CC=CC=C7)C (Xantphos), C(=O)([O-])[O-].[Cs+].[Cs+] (Cs2CO3). The reagents and catalysts are C=1C=CC(=CC1)/C=C/C(=O)/C=C/C2=CC=CC=C2.C=1C=CC(=CC1)/C=C/C(=O)/C=C/C2=CC=CC=C2.C=1C=CC(=CC1)/C=C/C(=O)/C=C/C2=CC=CC=C2.[Pd].[Pd] (Pd2 dba3). The solvent is O1CCOCC1 (dioxane), O (H2O), CC(C)(C)OC (TBME). Reaction conditions: temperature 40 celsius, time 18 hour. Product: C(C)(C)(C)OC(NC=1[C@@](OC[C@@](N1)(C)C1=NC(=CC=C1)NC(=O)C1=NC=C(C=C1C)C#N)(C(F)(F)F)C)=O (((2R,5R)-5-{6-[(5-Cyano-3-methyl-pyridine-2-carbonyl)-amino]-pyridin-2-yl}-2,5-dimethyl-2-trifluoromethyl-5,6-dihydro-2H-[1,4]oxazin-3-yl)-carbamic acid tert-butyl ester). Reaction SMILES: [C:1]([O:5][C:6](=[O:27])[NH:7][C:8]1[C@:9]([CH3:26])([C:22]([F:25])([F:24])[F:23])[O:10][CH2:11][C@:12]([C:15]2[CH:20]=[CH:19][CH:18]=[C:17](Br)[N:16]=2)([CH3:14])[N:13]=1)([CH3:4])([CH3:3])[CH3:2].[C:28]([C:30]1[CH:31]=[C:32]([CH3:39])[C:33]([C:36]([NH2:38])=[O:37])=[N:34][CH:35]=1)#[N:29].CC1(C)C2C(=C(P(C3C=CC=CC=3)C3C=CC=CC=3)C=CC=2)OC2C(P(C3C=CC=CC=3)C3C=CC=CC=3)=CC=CC1=2.C([O-])([O-])=O.[Cs+].[Cs+]>O1CCOCC1.O.CC(OC)(C)C.C1C=CC(/C=C/C(/C=C/C2C=CC=CC=2)=O)=CC=1.C1C=CC(/C=C/C(/C=C/C2C=CC=CC=2)=O)=CC=1.C1C=CC(/C=C/C(/C=C/C2C=CC=CC=2)=O)=CC=1.[Pd].[Pd]>[C:1]([O:5][C:6](=[O:27])[NH:7][C:8]1[C@:9]([CH3:26])([C:22]([F:25])([F:24])[F:23])[O:10][CH2:11][C@:12]([C:15]2[CH:20]=[CH:19][CH:18]=[C:17]([NH:38][C:36]([C:33]3[C:32]([CH3:39])=[CH:31][C:30]([C:28]#[N:29])=[CH:35][N:34]=3)=[O:37])[N:16]=2)([CH3:14])[N:13]=1)([CH3:4])([CH3:3])[CH3:2] |f:3.4.5,9.10.11.12.13|. Procedure: A mixture of [(2R,5R)-5-(6-Bromo-pyridin-2-yl)-2,5-dimethyl-2-trifluoromethyl-5,6-dihydro-2H-[1,4]oxazin-3-yl]-carbamic acid tert-butyl ester (60.00 mg, 0.133 mmol), 5-cyano-3-methylpicolinamide (23.52 mg, 0.146 mmol), Xantphos (6.91 mg, 0.012 mmol) and Cs2CO3 (60.50 mg, 0.186 mmol) in dioxane (0.611 ml) was degassed with argon for 5 min, then Pd2 dba3 (3.64 mg, 3.98 μmol) was added and the reaction mixture was stirred at 40° C. for 18 h. The reaction mixture was diluted with H2O and TBME. The p... The reactants are [Si](C)(C)(C(C)(C)C)O[C@H](C)[C@@H]1[C@@H]2N(C(=C([C@@H]2C)C=2N=CN3C2SC=C3)C(=O)OCC=C)C1=O (allyl (1S,5R,6S)-6-((1R)-1-t-butyldimethylsilyloxyethyl)-2-(imidazo[5,1-b]thiazol-7-yl)-1-methyl-1-carbapen-2-em-3-carboxylate), [F-].C(CCC)[N+](CCCC)(CCCC)CCCC (tetra-n-butylammonium fluoride). Solvent: C1CCOC1 (THF), C1CCOC1 (THF), C(C)(=O)OCC (ethy acetate). Run at time 2 day. Product: O[C@H](C)[C@@H]1[C@@H]2N(C(=C([C@@H]2C)C=2N=CN3C2SC=C3)C(=O)OCC=C)C1=O (allyl (1S,5R,6S)-6-((1R)-1-hydroxyethyl)-2-(imidazo[5,1-b]thiazol-7-yl)-1-methyl-1-carbapen-2-em-3-carboxylate). The yield is 81.2%. Reaction SMILES: [Si]([O:8][C@@H:9]([C@H:11]1[C:32](=[O:33])[N:13]2[C:14]([C:26]([O:28][CH2:29][CH:30]=[CH2:31])=[O:27])=[C:15]([C:18]3[N:19]=[CH:20][N:21]4[CH:25]=[CH:24][S:23][C:22]=34)[C@H:16]([CH3:17])[C@H:12]12)[CH3:10])(C(C)(C)C)(C)C.[F-].C([N+](CCCC)(CCCC)CCCC)CCC>C1COCC1.C(OCC)(=O)C>[OH:8][C@@H:9]([C@H:11]1[C:32](=[O:33])[N:13]2[C:14]([C:26]([O:28][CH2:29][CH:30]=[CH2:31])=[O:27])=[C:15]([C:18]3[N:19]=[CH:20][N:21]4[CH:25]=[CH:24][S:23][C:22]=34)[C@H:16]([CH3:17])[C@H:12]12)[CH3:10] |f:1.2|. Procedure details: To a solution of 460 mg of allyl (1S,5R,6S)-6-((1R)-1-t-butyldimethylsilyloxyethyl)-2-(imidazo[5,1-b]thiazol-7-yl)-1-methyl-1-carbapen-2-em-3-carboxylate in 14 ml of THF were added 860 μl and 3.76 ml of a 1 M tetra-n-butylammonium fluoride in THF, and the mixture was stirred at room temperature for 2 days. The reaction mixture was diluted with 120 ml of ethy acetate, washed with 30 ml of semi-saturated aqueous saline, and then with 30 ml of a mixed solution of semi-saturated aqueous saline and a... Yields the product NCC=1C(=C2C(=NC1)C=NN2)NCCC (6-Aminomethyl-7-propylamino-1H-pyrazolo[4,3-b]pyridine). The reagents and catalysts are [Pd] (palladium on charcoal). RXN SMILES: [CH2:1]([NH:4][C:5]1[C:10]([C:11]#[N:12])=[CH:9][N:8]=[C:7]2[CH:13]=[N:14][NH:15][C:6]=12)[CH:2]=[CH2:3]>C(O)C.Cl.[Pd]>[NH2:12][CH2:11][C:10]1[C:5]([NH:4][CH2:1][CH2:2][CH3:3])=[C:6]2[NH:15][N:14]=[CH:13][C:7]2=[N:8][CH:9]=1. Run at temperature 4 celsius, time 48 hour. The solvent is C(C)O (ethanol), Cl (hydrogen chloride). Reported procedure: A solution of 7-allylamino-6-cyano-1H-pyrazolo[4,3-b]pyridine (E2, 487 mg, 2.4 mmol) in ethanol (100 ml) and ethanolic hydrogen chloride (2 ml) was hydrogenated over 10% palladium on charcoal (200 mg) at 40° C. and atmospheric pressure for 48 h. The catalyst was filtered off and the solution was evaporated in vacuo. The resulting solid was dissolved in water (15 ml) and the solution was adjusted to pH 8 with 10% sodium carbonate solution. After washing with ethyl acetate, the aqueous solution wa... The yield is 37.6%. Starting materials: C(C=C)NC1=C2C(=NC=C1C#N)C=NN2 (7-allylamino-6-cyano-1H-pyrazolo[4,3-b]pyridine).